describe an organic reaction: reactants, conditions, products, and yield From a dataset of the Open Reaction Database (ORD), a public repository of structured organic reaction records. Reactants: C(C)OC(CN(CC1=CC=C(C=C1)OC)S(=O)(=O)C=1SC=CC1C1OCCO1)=O (N-[[3-(1,3-Dioxolan-2-yl)-2-thienyl]sulfonyl]-N-(4-methoxyphenylmethyl) glycine Ethyl Ester), C1(=CC=C(C=C1)S(=O)(=O)O)C (p-toluenesulfonic acid), C([O-])(O)=O.[Na+] (sodium bicarbonate). Solvent: CC(=O)C (acetone). Product: COC1=CC=C(C=C1)CN1S(C2=C(C=C1C(=O)OCC)C=CS2)(=O)=O (Ethyl 2-(4-methoxyphenylmethyl)-2H-thieno[3,2-e]-1,2-thiazine-3-carboxylate 1,1-dioxide). The yield is 53.6%. RXN SMILES: [CH2:1]([O:3][C:4](=[O:29])[CH2:5][N:6]([S:16]([C:19]1[S:20][CH:21]=[CH:22][C:23]=1[CH:24]1OCCO1)(=[O:18])=[O:17])[CH2:7][C:8]1[CH:13]=[CH:12][C:11]([O:14][CH3:15])=[CH:10][CH:9]=1)[CH3:2].C1(C)C=CC(S(O)(=O)=O)=CC=1.C(=O)(O)[O-].[Na+]>CC(C)=O>[CH3:15][O:14][C:11]1[CH:12]=[CH:13][C:8]([CH2:7][N:6]2[C:5]([C:4]([O:3][CH2:1][CH3:2])=[O:29])=[CH:24][C:23]3[CH:22]=[CH:21][S:20][C:19]=3[S:16]2(=[O:18])=[O:17])=[CH:9][CH:10]=1 |f:2.3|. Procedure: A mixture of the product from Step A (3.91 g) and p-toluenesulfonic acid (0.2 g) in acetone (150 mL) was heated at reflux temperature for 3 h, cooled and a saturated solution of sodium bicarbonate (50 mL) was added and acetone evaporated. The aqueous mixture was extracted with ethyl acetate (2×10 mL) and the combined extracts were dried (MgSO4) and filtered. DBU (0.3 g) was added to the filtrate and this mixture was heated at reflux temperature for 2 h, cooled and acidified by the addition of 1N...